From a dataset of the Open Reaction Database (ORD), a public repository of structured organic reaction records. describe an organic reaction: reactants, conditions, products, and yield Reactants: O=C1NC(COS(=O)(=O)c2ccc([N+](=O)[O-])cc2)CC1CCCCl, [N-]=[N+]=[N-], [N-]=[N+]=[N-], [Na+], CN(C)C=O. Product: [N-]=[N+]=NCC1CC(CCCCl)C(=O)N1. Reaction SMILES: [N+:1]([c:2]1[cH:3][cH:4][c:5]([S:6]([O:7][CH2:14][CH:15]2[NH:16][C:17](=[O:24])[CH:18]([CH2:20][CH2:21][CH2:22][Cl:23])[CH2:19]2)(=[O:8])=[O:9])[cH:10][cH:11]1)([O-:12])=[O:13].[N-:25]=[N+:26]=[N-:27].[N-:29]=[N+:30]=[N-:31].[Na+:28].[O:32]=[CH:33][N:34]([CH3:35])[CH3:36]>>[CH2:14]([CH:15]1[NH:16][C:17](=[O:24])[CH:18]([CH2:20][CH2:21][CH2:22][Cl:23])[CH2:19]1)[N:25]=[N+:26]=[N-:27]. Run in O (water), C(Cl)Cl (DCM), C(=O)(O)[O-].[Na+] (NaHCO3). Starting materials: C(C)(C)N (isopropylamine), BrC=1C=CC=C2C(N(C(=NC12)SC)C1=NC=CC=C1)=O (8-bromo-2-(methylthio)-3-(pyridin-2-yl)quinazolin-4(3H)-one), ClC=1C=C(C(=O)OO)C=CC1 (3-chloroperoxybenzoic acid), sulfone, sulfoxide. Yields the product BrC=1C=CC=C2C(N(C(=NC12)NC(C)C)C1=NC=CC=C1)=O (8-bromo-2-(isopropylamino)-3-(pyridin-2-yl)quinazolin-4(3H)-one). Procedure details: A mixture of 8-bromo-2-(methylthio)-3-(pyridin-2-yl)quinazolin-4(3H)-one (179 mg, 0.514 mmol, 415c) in DCM (5.1 mL) was set stirring and 3-chloroperoxybenzoic acid (127 mg, 0.565 mmol, 77% max.; Sigma Aldrich) was added. The mixture was stirred for 4 h to give a mixture of sulfone and sulfoxide. The reaction mixture was diluted with saturated aqueous NaHCO3 and extracted with DCM. The combined organics were dried over Na2SO4, filtered, and concentrated under reduced pressure to give a yellow res... Isolated yield 38.5%. As a reaction SMILES: [Br:1][C:2]1[CH:3]=[CH:4][CH:5]=[C:6]2[C:11]=1[N:10]=[C:9](SC)[N:8]([C:14]1[CH:19]=[CH:18][CH:17]=[CH:16][N:15]=1)[C:7]2=[O:20].ClC1C=C(C=CC=1)C(OO)=O.[CH:32]([NH2:35])([CH3:34])[CH3:33]>C(Cl)Cl.C([O-])(O)=O.[Na+].O>[Br:1][C:2]1[CH:3]=[CH:4][CH:5]=[C:6]2[C:11]=1[N:10]=[C:9]([NH:35][CH:32]([CH3:34])[CH3:33])[N:8]([C:14]1[CH:19]=[CH:18][CH:17]=[CH:16][N:15]=1)[C:7]2=[O:20] |f:4.5|.